This data is from the Open Reaction Database (ORD), a public repository of structured organic reaction records. The task is: describe an organic reaction: reactants, conditions, products, and yield The reactants are NC1=CC(=C(C=C1)C1=C(C=CC(=C1)C(C)C)OC)CN(C(OC)=O)CC1=CC(=CC(=C1)C(F)(F)F)C(F)(F)F (methyl [(4-amino-5′-isopropyl-2′-methoxybiphenyl-2-yl)methyl][3,5-bis(trifluoromethyl)benzyl]carbamate), CCCCCON=O (n-amyl nitrite), II (iodine), CCOC(=O)C.CCCCCC (EtOAc hexane). The solvent is C(Cl)(Cl)Cl (chloroform), C(Cl)Cl (methylene chloride). Product: FC(C=1C=C(CN(C(OC)=O)CC2=C(C=CC(=C2)I)C2=C(C=CC(=C2)C(C)C)OC)C=C(C1)C(F)(F)F)(F)F (Methyl [3,5-bis(trifluoromethyl)benzyl][(4-iodo-5′-isopropyl-2′-methoxybiphenyl-2-yl)methyl]carbamate). RXN SMILES: N[C:2]1[CH:7]=[CH:6][C:5]([C:8]2[CH:13]=[C:12]([CH:14]([CH3:16])[CH3:15])[CH:11]=[CH:10][C:9]=2[O:17][CH3:18])=[C:4]([CH2:19][N:20]([CH2:25][C:26]2[CH:31]=[C:30]([C:32]([F:35])([F:34])[F:33])[CH:29]=[C:28]([C:36]([F:39])([F:38])[F:37])[CH:27]=2)[C:21](=[O:24])[O:22][CH3:23])[CH:3]=1.CCCCCON=O.[I:48]I.CCOC(C)=O.CCCCCC>C(Cl)(Cl)Cl.C(Cl)Cl>[F:38][C:36]([F:39])([F:37])[C:28]1[CH:27]=[C:26]([CH:31]=[C:30]([C:32]([F:34])([F:33])[F:35])[CH:29]=1)[CH2:25][N:20]([CH2:19][C:4]1[CH:3]=[C:2]([I:48])[CH:7]=[CH:6][C:5]=1[C:8]1[CH:13]=[C:12]([CH:14]([CH3:15])[CH3:16])[CH:11]=[CH:10][C:9]=1[O:17][CH3:18])[C:21](=[O:24])[O:22][CH3:23] |f:3.4|. Procedure: To a solution of the methyl [(4-amino-5′-isopropyl-2′-methoxybiphenyl-2-yl)methyl][3,5-bis(trifluoromethyl)benzyl]carbamate from Example 9 (0.31 g, 0.56 mmol) in chloroform (10 ml), n-amyl nitrite (0.11 ml, 0.84 mmol) and iodine (0.28 g, 1.1 mmol) were added. The mixture was heated to and maintained at reflux for 2 h. TLC analysis (5:95 EtOAc/hexane) showed completion of the reaction. The mixture was diluted with methylene chloride (20 ml) and washed with saturated sodium thiosulfate solution, b... Reactants: COCCl, [Cl-], [Cl-], [Cl-], [Cl-], ClCCl, COc1ccc(F)cc1Cl, O, [Ti+4]. Product: COc1cc(CCl)c(F)cc1Cl. As a reaction SMILES: [CH3:11][O:12][CH2:13][Cl:14].[Cl-:19].[Cl-:20].[Cl-:21].[Cl-:22].[Cl:16][CH2:17][Cl:18].[Cl:1][c:2]1[c:3]([O:9][CH3:10])[cH:4][cH:5][c:6]([F:8])[cH:7]1.[OH2:15].[Ti+4:23]>>[Cl:1][c:2]1[c:3]([O:9][CH3:10])[cH:4][c:5]([CH2:13][Cl:14])[c:6]([F:8])[cH:7]1.